Dataset: the Open Reaction Database (ORD), a public repository of structured organic reaction records. Task: describe an organic reaction: reactants, conditions, products, and yield Reactants: ClC1=NC(=NC(=C1)N1CC(OCC1)C1=NC2=C(N1)C=CC(=C2)OC)N (4-chloro-6-{2-[5-(methyloxy)-1H-benzimidazol-2-yl]-4-morpholinyl}-2-pyrimidinamine), FC1=C(C#N)C=CC(=C1)B1OC(C(O1)(C)C)(C)C (2-fluoro-4-(4,4,5,5-tetramethyl-1,3,2-dioxaborolan-2-yl)benzonitrile), C(=O)([O-])[O-].[Na+].[Na+] (Na2CO3). Reagents/catalysts: C=1C=CC(=CC1)[P](C=2C=CC=CC2)(C=3C=CC=CC3)[Pd]([P](C=4C=CC=CC4)(C=5C=CC=CC5)C=6C=CC=CC6)([P](C=7C=CC=CC7)(C=8C=CC=CC8)C=9C=CC=CC9)[P](C=1C=CC=CC1)(C=1C=CC=CC1)C=1C=CC=CC1 (Pd(PPh3)4). The solvent is O1CCOCC1 (1,4-dioxane), O (water). Yields the product NC1=NC(=CC(=N1)C1=CC(=C(C#N)C=C1)F)N1CC(OCC1)C1=NC2=C(N1)C=CC(=C2)OC (4-(2-Amino-6-{2-[5-(methyloxy)-1H-benzimidazol-2-yl]-4-morpholinyl}-4-pyrimidinyl)-2-fluorobenzonitrile). Yield: 97.1%. Reaction SMILES: Cl[C:2]1[CH:7]=[C:6]([N:8]2[CH2:13][CH2:12][O:11][CH:10]([C:14]3[NH:18][C:17]4[CH:19]=[CH:20][C:21]([O:23][CH3:24])=[CH:22][C:16]=4[N:15]=3)[CH2:9]2)[N:5]=[C:4]([NH2:25])[N:3]=1.[F:26][C:27]1[CH:34]=[C:33](B2OC(C)(C)C(C)(C)O2)[CH:32]=[CH:31][C:28]=1[C:29]#[N:30].C([O-])([O-])=O.[Na+].[Na+]>O1CCOCC1.O.C1C=CC([P]([Pd]([P](C2C=CC=CC=2)(C2C=CC=CC=2)C2C=CC=CC=2)([P](C2C=CC=CC=2)(C2C=CC=CC=2)C2C=CC=CC=2)[P](C2C=CC=CC=2)(C2C=CC=CC=2)C2C=CC=CC=2)(C2C=CC=CC=2)C2C=CC=CC=2)=CC=1>[NH2:25][C:4]1[N:3]=[C:2]([C:33]2[CH:32]=[CH:31][C:28]([C:29]#[N:30])=[C:27]([F:26])[CH:34]=2)[CH:7]=[C:6]([N:8]2[CH2:13][CH2:12][O:11][CH:10]([C:14]3[NH:18][C:17]4[CH:19]=[CH:20][C:21]([O:23][CH3:24])=[CH:22][C:16]=4[N:15]=3)[CH2:9]2)[N:5]=1 |f:2.3.4,^1:60,62,81,100|. Procedure: To a solution of 4-chloro-6-{2-[5-(methyloxy)-1H-benzimidazol-2-yl]-4-morpholinyl}-2-pyrimidinamine (150 mg, 0.416 mmol), 2-fluoro-4-(4,4,5,5-tetramethyl-1,3,2-dioxaborolan-2-yl)benzonitrile (134 mg, 0.540 mmol) and Na2CO3 (110 mg, 1.039 mmol) in 1,4-dioxane (1.8 mL) and water (0.6 mL) stirred under nitrogen at room temperature was added solid Pd(PPh3)4 (48.0 mg, 0.042 mmol) in one charge. The reaction vessel was sealed and heated in Biotage Initiator using initial high to 140° C. for 1 hour. Th... The reactants are C[Mg]Br (methyl magnesium bromide), ClC1=NC2=CC(=CC=C2C(=N1)N1CCOCC1)C1=CC=C(O1)C=O (5-(2-chloro-4-morpholino-quinazolin-7-yl)furan-2-carbaldehyde), C(C)OCC (diethyl ether). The solvent is C1CCOC1 (THF). Conditions: temperature 0 celsius, time 3 hour. The product is ClC1=NC2=CC(=CC=C2C(=N1)N1CCOCC1)C1=CC=C(O1)C(C)O (1-(5-(2-chloro-4-morpholino-quinazolin-7-yl)furan-2-yl)ethanol). RXN SMILES: [Cl:1][C:2]1[N:11]=[C:10]([N:12]2[CH2:17][CH2:16][O:15][CH2:14][CH2:13]2)[C:9]2[C:4](=[CH:5][C:6]([C:18]3[O:22][C:21]([CH:23]=[O:24])=[CH:20][CH:19]=3)=[CH:7][CH:8]=2)[N:3]=1.[CH3:25][Mg]Br.C(OCC)C>C1COCC1>[Cl:1][C:2]1[N:11]=[C:10]([N:12]2[CH2:13][CH2:14][O:15][CH2:16][CH2:17]2)[C:9]2[C:4](=[CH:5][C:6]([C:18]3[O:22][C:21]([CH:23]([OH:24])[CH3:25])=[CH:20][CH:19]=3)=[CH:7][CH:8]=2)[N:3]=1. Reported procedure: To a 50 mL round bottom flask, 5-(2-chloro-4-morpholino-quinazolin-7-yl)furan-2-carbaldehyde (0.5 g, 0.001457 mol) and THF (25 mL) was added and cooled to 0° C. To the flask was slowly added 1.5 M methyl magnesium bromide in diethyl ether (0.145 mL, 0.002186 mol). The resulting reaction mixture was stirred at room temperature for 3 h. The reaction was quenched with water and extracted with ethyl acetate (3×50 mL). The organic layer was dried over anhydrous sodium sulfate and evaporated to provid... Reported procedure: To a solution of the compound obtained in Reference Example 63(1) (295 mg) in dichloromethane (10 mL) were added oxalyl chloride (253 μL) and a drop of N,N-dimethylformamide, and the mixture was stirred at room temperature overnight. The reaction mixture was concentrated in vacuo to give crude 2-(2-bromo-5-nitrophenoxy)-2-methylpropionyl chloride. To a solution of 2-amino-5-bromo-3-methylpyridine (727 mg) in tetrahydrofuran (20 mL) was added dropwise 1M lithium bis(trimethylsilyl)amide-tetrahydr... Yields the product BrC=1C=C(C(=NC1)NC(C(C)(C)OC1=C(C=CC(=C1)[N+](=O)[O-])Br)=O)C (N-(5-bromo-3-methylpyridin-2-yl)-2-(2-bromo-5-nitrophenoxy)-2-methylpropionamide). Reaction conditions: time 5 minute. Starting materials: C(C(=O)Cl)(=O)Cl (oxalyl chloride), C(CC(O)(C(=O)O)CC(=O)O)(=O)O (citric acid), BrC1=C(OC(C(=O)Cl)(C)C)C=C(C=C1)[N+](=O)[O-] (2-(2-bromo-5-nitrophenoxy)-2-methylpropionyl chloride), NC1=NC=C(C=C1C)Br (2-amino-5-bromo-3-methylpyridine), C[Si](C)(C)[N-][Si](C)(C)C.[Li+].O1CCCC1 (lithium bis(trimethylsilyl)amide tetrahydrofuran), C(O)([O-])=O.[Na+] (sodium hydrogencarbonate). Reaction SMILES: C(Cl)(=O)C(Cl)=O.[NH2:7][C:8]1[C:13]([CH3:14])=[CH:12][C:11]([Br:15])=[CH:10][N:9]=1.C[Si]([N-][Si](C)(C)C)(C)C.[Li+].O1CCCC1.[Br:31][C:32]1[CH:44]=[CH:43][C:42]([N+:45]([O-:47])=[O:46])=[CH:41][C:33]=1[O:34][C:35]([CH3:40])([CH3:39])[C:36](Cl)=[O:37].C(O)(=O)CC(CC(O)=O)(C(O)=O)O.C(=O)([O-])O.[Na+]>ClCCl.O1CCCC1.C(=O)=O.CC(C)=O.CN(C)C=O>[Br:15][C:11]1[CH:12]=[C:13]([CH3:14])[C:8]([NH:7][C:36](=[O:37])[C:35]([O:34][C:33]2[CH:41]=[C:42]([N+:45]([O-:47])=[O:46])[CH:43]=[CH:44][C:32]=2[Br:31])([CH3:40])[CH3:39])=[N:9][CH:10]=1 |f:2.3.4,7.8,11.12|. Solvent: O1CCCC1 (tetrahydrofuran), CN(C=O)C (N,N-dimethylformamide), O1CCCC1 (tetrahydrofuran), ClCCl (dichloromethane), C(=O)=O.CC(=O)C (dry ice acetone). The reactants are C(C)C(CC)N1C(=NC2=C1C=CC(=C2)C(=O)O)CC=2SC=CC2 (1-(1-ethyl-propyl)-2-thiophen-2-ylmethyl-1H-benzoimidazole-5-carboxylic acid), C1=CC2=C(N=C1)N(N=N2)O (HOAT), CCN(C(C)C)C(C)C (DIPEA), Cl (hydrochloric acid), Cl.CC(C[C@@H](CS(=O)(=O)C1=NN=CN1)N)C ((S)-3-Methyl-1-(4H-[1,2,4]triazole-3-sulfonylmethyl)-butylamine-hydrochloride). The solvent is CN(C)C=O (DMF), C(CCl)Cl (EDC), O (water). Reaction conditions: time 20 hour. Yields the product CC(C[C@@H](CS(=O)(=O)C1=NN=CN1)NC(=O)C1=CC2=C(N(C(=N2)CC=2SC=CC2)C(CC)CC)C=C1)C (1-(1-Ethyl-propyl)-2-thiophen-2-ylmethyl-1H-benzoimidazole-5-carboxylic acid [(S)-3-methyl-1-(4H-[1,2,4]triazole-3-sulfonylmethyl)-butyl]-amide). Reaction SMILES: [CH2:1]([CH:3]([N:6]1[C:10]2[CH:11]=[CH:12][C:13]([C:15](O)=[O:16])=[CH:14][C:9]=2[N:8]=[C:7]1[CH2:18][C:19]1[S:20][CH:21]=[CH:22][CH:23]=1)[CH2:4][CH3:5])[CH3:2].C1C=NC2N(O)N=NC=2C=1.CCN(C(C)C)C(C)C.Cl.[CH3:44][CH:45]([CH3:58])[CH2:46][C@H:47]([NH2:57])[CH2:48][S:49]([C:52]1[NH:56][CH:55]=[N:54][N:53]=1)(=[O:51])=[O:50].Cl>CN(C=O)C.O.C(Cl)CCl>[CH3:44][CH:45]([CH3:58])[CH2:46][C@H:47]([NH:57][C:15]([C:13]1[CH:12]=[CH:11][C:10]2[N:6]([CH:3]([CH2:4][CH3:5])[CH2:1][CH3:2])[C:7]([CH2:18][C:19]3[S:20][CH:21]=[CH:22][CH:23]=3)=[N:8][C:9]=2[CH:14]=1)=[O:16])[CH2:48][S:49]([C:52]1[NH:56][CH:55]=[N:54][N:53]=1)(=[O:51])=[O:50] |f:3.4|. Reported procedure: To a solution of 120 mg of 1-(1-ethyl-propyl)-2-thiophen-2-ylmethyl-1H-benzoimidazole-5-carboxylic acid in 1 ml of dry DMF 25 mg of HOAT, 85 mg of EDC and 0.36 ml of DIPEA were added at 0° C. After 15 min 108 mg of (S)-3-Methyl-1-(4H-[1,2,4]triazole-3-sulfonylmethyl)-butylamine-hydrochloride were added and the reaction was stirred at rt for 20 h. The reaction was then poured into water and the pH was adjusted to 3 by the addition of 2 M aqueous hydrochloric acid. The reaction was extracted with ... Reactants: Cl (HCl), C(=O)(O)C=1C=CC2=C(CN(C(C(N2)CC(=O)OC)=O)C)C1 (methyl 7-carboxy-2,3,4,5-tetrahydro-4-methyl-3-oxo-1H-1,4-benzodiazepine-2-acetate), ON1N=NC2=C1C=CC=C2 (1-hydroxybenzotriazole), Cl.CN(CCCN=C=NCC)C (N′-(3-dimethylaminopropyl)-N-ethylcarbodiimide.hydrochloride), C(C)(C)N(CC)C(C)C (diisopropylethylamine). The solvent is CN(C)C=O (DMF). Yields the product NC(CO)C1=NC2=C(N1)C=CC=C2 (2-amino-2-(1H-benzimidazol-2-yl)-ethanol). As a reaction SMILES: Cl.C(C1C=CC2[NH:14][CH:13]([CH2:15]C(OC)=O)[C:12](=[O:20])N(C)CC=2C=1)(O)=O.O[N:24]1[C:28]2[CH:29]=[CH:30][CH:31]=[CH:32][C:27]=2[N:26]=N1.Cl.CN(C)CCCN=C=NCC.C(N(C(C)C)CC)(C)C>CN(C=O)C>[NH2:14][CH:13]([C:15]1[NH:24][C:28]2[CH:29]=[CH:30][CH:31]=[CH:32][C:27]=2[N:26]=1)[CH2:12][OH:20] |f:3.4|. Procedure details: HCl (Maekawa; Ohtani, Agric. Biol. Chem., 40, 1976, 791) and 0.88 g of methyl 7-carboxy-2,3,4,5-tetrahydro-4-methyl-3-oxo-1H-1,4-benzodiazepine-2-acetate are dissolved in 30 ml of DMF and treated with 0.49 g of 1-hydroxybenzotriazole and 0.58 g of N′-(3-dimethylaminopropyl)-N-ethylcarbodiimide.hydrochloride and 1.55 g of diisopropylethylamine.